From a dataset of the Open Reaction Database (ORD), a public repository of structured organic reaction records. describe an organic reaction: reactants, conditions, products, and yield Reactants: CCOC(=O)CC#N, CC(=O)O, CC(=O)[O-], Cc1ccccc1, [NH4+], O=C1CCCCC1. Yields the product CCOC(=O)C(C#N)=C1CCCCC1. Reaction SMILES: [C:8](#[N:9])[CH2:10][C:11](=[O:12])[O:13][CH2:14][CH3:15].[CH3:16][C:17](=[O:18])[OH:19].[CH3:21][C:22](=[O:23])[O-:24].[CH3:25][c:26]1[cH:27][cH:28][cH:29][cH:30][cH:31]1.[NH4+:20].[O:1]=[C:2]1[CH2:3][CH2:4][CH2:5][CH2:6][CH2:7]1>>[C:2]1(=[C:10]([C:8]#[N:9])[C:11](=[O:12])[O:13][CH2:14][CH3:15])[CH2:3][CH2:4][CH2:5][CH2:6][CH2:7]1. Reactants: final compounds, ice, ClC=1C(=C(C(=C(C1)C1(OCCO1)C)OCC)C1CC(NC1)=O)F (4-[3-chloro-6-ethoxy-2-fluoro-5-(2-methyl-1,3-dioxolan-2-yl)phenyl]pyrrolidin-2-one), Cl (hydrogen chloride), O (water). The solvent is CO (methanol). Conditions: temperature 20 celsius, time 30 minute. The product is C(C)(=O)C=1C(=C(C(=C(C1)Cl)F)C1CC(NC1)=O)OCC (4-(3-acetyl-5-chloro-2-ethoxy-6-fluorophenyl)pyrrolidin-2-one). Yield: 100.1%. As a reaction SMILES: [Cl:1][C:2]1[C:3]([F:23])=[C:4]([CH:17]2[CH2:21][NH:20][C:19](=[O:22])[CH2:18]2)[C:5]([O:14][CH2:15][CH3:16])=[C:6]([C:8]2([CH3:13])OCC[O:9]2)[CH:7]=1.Cl.O>CO>[C:8]([C:6]1[C:5]([O:14][CH2:15][CH3:16])=[C:4]([CH:17]2[CH2:21][NH:20][C:19](=[O:22])[CH2:18]2)[C:3]([F:23])=[C:2]([Cl:1])[CH:7]=1)(=[O:9])[CH3:13]. Procedure details: The separated enantiomers from step 4 were each processed individually to the final compounds. A solution of 4-[3-chloro-6-ethoxy-2-fluoro-5-(2-methyl-1,3-dioxolan-2-yl)phenyl]pyrrolidin-2-one (1.7 g, 5.0 mmol) (from Step 4) in methanol (17 mL) was treated with 6.0 M hydrogen chloride in water (11 mL, 69 mmol) dropwise and stirred 20° C. for 30 min. The reaction mixture was added dropwise to ice cooled saturated sodium bicarbonate solution (75 ml) and extracted with ethyl acetate (2×100 ml). The... Reactants: [I-].[K+] (potassium iodide), C([O-])([O-])=O.[K+].[K+] (potassium carbonate), N1N=NN=C1 (tetrazole), nitrile, CCCC1=C(C=CC(=C1O)C(=O)C)O (2,4-dihydroxy-3-propylacetophenone), ClCCCC#N (4-chlorobutyronitrile), nitrile. Solvent: C(C)C(=O)C (methyl ethyl ketone). Product: nitrile, C(C)(=O)C1=C(C(=C(OCCCC2=NN=NN2)C=C1)CCC)O (5-[3-(4-Acetyl-3-hydroxy-2-propylphenoxy)-propyl]-tetrazole). RXN SMILES: [CH3:1][CH2:2][CH2:3][C:4]1[C:9]([OH:10])=[C:8]([C:11]([CH3:13])=[O:12])[CH:7]=[CH:6][C:5]=1[OH:14].Cl[CH2:16][CH2:17][CH2:18][C:19]#[N:20].C(=O)([O-])[O-].[K+].[K+].[I-].[K+].[NH:29]1C=N[N:31]=[N:30]1>C(C(C)=O)C>[C:11]([C:8]1[CH:7]=[CH:6][C:5]([O:14][CH2:16][CH2:17][CH2:18][C:19]2[NH:20][N:31]=[N:30][N:29]=2)=[C:4]([CH2:3][CH2:2][CH3:1])[C:9]=1[OH:10])(=[O:12])[CH3:13] |f:2.3.4,5.6|. Reported procedure: The nitrile intermediate of the title compound was prepared following the procedure of Example 21 using 50.0 g. (257 mmoles) of 2,4-dihydroxy-3-propylacetophenone, 29.27 g. (282 mmoles) of 4-chlorobutyronitrile, 38.97 g. (282 mmoles) of potassium carbonate, and 4 g. of potassium iodide in 800 ml. of methyl ethyl ketone giving 57.58 g. of the nitrile intermediate as a rose-colored semi-crystalline solid. Twenty grams of the nitrile intermediate were then converted to the tetrazole in the usual ma...